Dataset: the Open Reaction Database (ORD), a public repository of structured organic reaction records. Task: describe an organic reaction: reactants, conditions, products, and yield The yield is 0.0%. Reactants: Cl (hydrochloric acid), C(C)(C)NC(C)C (diisopropylamine), C(CCC)[Mg]Cl (n-butylmagnesium chloride), C(C)(C)(C)OC(=O)N[C@H](C(=O)OC)CC1=CC=CC=C1 (methyl (S)-2-tert-butyloxycarbonylamino-3-phenylpropanoate), BrCCl (bromochloromethane). Reaction conditions: time 2 hour. Run in C(C)(=O)OCC (ethyl acetate), O (water), C1CCOC1 (THF). Procedure details: Under nitrogen gas, diisopropylamine (19.92 g, 196.9 mmol) was added to n-butylmagnesium chloride (1.8 mol/kg, 99.4 g, 179 mmol) over 30 minutes at 40° C. and the mixture was further stirred for 2 hours at the same temperature to prepare a white slurry (liquor A). Separately, under nitrogen gas in another vessel, a solution was prepared from methyl (S)-2-tert-butyloxycarbonylamino-3-phenylpropanoate (10.0 g, 35.8 mmol), bromochloromethane (9.27 g, 71.6 mmol) and THF (20 g) (liquor B). To this li... Yields the product C(C1=CC=CC=C1)[C@@H](C(C(Cl)Br)=O)NC(OC(C)(C)C)=O (tert-butyl (S)-(1-benzyl-3-bromo-3-chloro-2-oxopropyl)carbamate). RXN SMILES: C(NC(C)C)(C)C.C([Mg]Cl)CCC.[C:14]([O:18][C:19]([NH:21][C@@H:22]([CH2:27][C:28]1[CH:33]=[CH:32][CH:31]=[CH:30][CH:29]=1)[C:23]([O:25]C)=O)=[O:20])([CH3:17])([CH3:16])[CH3:15].[Br:34][CH2:35][Cl:36].Cl>C(OCC)(=O)C.O.C1COCC1>[CH2:27]([C@H:22]([NH:21][C:19](=[O:20])[O:18][C:14]([CH3:15])([CH3:16])[CH3:17])[C:23](=[O:25])[CH:35]([Br:34])[Cl:36])[C:28]1[CH:33]=[CH:32][CH:31]=[CH:30][CH:29]=1. The product is COc1cc(COc2nn(-c3ccccc3)cc2C=CC(=O)N2CCOCC2)ccc1OCc1nc(-c2ccco2)oc1C. Reaction SMILES: [CH2:52]([N:53]=[C:54]=[N:55][CH2:56][CH2:57][CH2:58][N:59]([CH3:60])[CH3:61])[CH3:62].[CH2:63]1[CH2:64][O:65][CH2:66][CH2:67][NH:68]1.[CH3:70][N:71]([CH3:72])[CH:73]=[O:74].[ClH:51].[OH2:40].[OH2:69].[OH:41][n:42]1[c:43]2[cH:44][cH:45][cH:46][cH:47][c:48]2[n:49][n:50]1.[o:1]1[c:2](-[c:6]2[o:7][c:8]([CH3:39])[c:9]([CH2:11][O:12][c:13]3[c:14]([O:37][CH3:38])[cH:15][c:16]([CH2:17][O:18][c:19]4[n:20][n:21](-[c:29]5[cH:30][cH:31][cH:32][cH:33][cH:34]5)[cH:22][c:23]4[CH:24]=[CH:25][C:26](=[O:27])[OH:28])[cH:35][cH:36]3)[n:10]2)[cH:3][cH:4][cH:5]1>>[o:1]1[c:2](-[c:6]2[o:7][c:8]([CH3:39])[c:9]([CH2:11][O:12][c:13]3[c:14]([O:37][CH3:38])[cH:15][c:16]([CH2:17][O:18][c:19]4[n:20][n:21](-[c:29]5[cH:30][cH:31][cH:32][cH:33][cH:34]5)[cH:22][c:23]4[CH:24]=[CH:25][C:26](=[O:27])[N:68]4[CH2:63][CH2:64][O:65][CH2:66][CH2:67]4)[cH:35][cH:36]3)[n:10]2)[cH:3][cH:4][cH:5]1. The reactants are CCN=C=NCCCN(C)C, C1COCCN1, CN(C)C=O, Cl, O, O, On1nnc2ccccc21, COc1cc(COc2nn(-c3ccccc3)cc2C=CC(=O)O)ccc1OCc1nc(-c2ccco2)oc1C. Starting materials: C(CCCCCCCCCCCCCCC)SCCC(=O)OCC (ethyl 3-(hexadecylthio)propanoate), [BH4-].[Li+] (lithium borohydride), O (water). The reagents and catalysts are Cl (hydrochloric acid). Run in O1CCCC1 (tetrahydrofuran). The product is C(CCCCCCCCCCCCCCC)SCCCO (3-(Hexadecylthio)-1-propanol). The yield is 99.1%. Reaction SMILES: [BH4-].[Li+].[CH2:3]([S:19][CH2:20][CH2:21][C:22](OCC)=[O:23])[CH2:4][CH2:5][CH2:6][CH2:7][CH2:8][CH2:9][CH2:10][CH2:11][CH2:12][CH2:13][CH2:14][CH2:15][CH2:16][CH2:17][CH3:18].O>O1CCCC1.Cl>[CH2:3]([S:19][CH2:20][CH2:21][CH2:22][OH:23])[CH2:4][CH2:5][CH2:6][CH2:7][CH2:8][CH2:9][CH2:10][CH2:11][CH2:12][CH2:13][CH2:14][CH2:15][CH2:16][CH2:17][CH3:18] |f:0.1|. Procedure details: To a slurry of 147 mg of lithium borohydride in 20 ml of tetrahydrofuran is added slowly with stirring 2.4 g of ethyl 3-(hexadecylthio)propanoate. The mixture is refluxed for 18 hours and poured into water. A few drops of hydrochloric acid is added followed by ether extraction. The organic layer is dried and evaporated to give 2.1 g of the desired product. Reactants: CC1(CC=2NC=3C=CC=C4C3C2C(C1)=NNC4=O)C (2,2-dimethyl-2,3,5,10-tetrahydro-[1,2]diazepino[3,4,5,6-def]carbazol-6(1H)-one), ClCC1OC1 (2-(chloromethyl)oxirane), CN(CCN1C=2C=CC=C3C2C=2C(CC(CC12)(C)C)=NNC3=O)C (10-(2-(dimethylamino)ethyl)-2,2-dimethyl-2,3,5,10-tetrahydro-[1,2]diazepino[3,4,5,6-def]carbazol-6(1H)-one). Product: CC1(CC=2N(C=3C=CC=C4C3C2C(C1)=NNC4=O)CC4OC4)C (2,2-dimethyl-10-(oxiran-2-ylmethyl)-2,3,5,10-tetrahydro-[1,2]diazepino[3,4,5,6-def]carbazol-6(1H)-one). RXN SMILES: [CH3:1][C:2]1([CH3:19])[CH2:14][C:13]2=[N:15][NH:16][C:17](=[O:18])[C:10]3[C:11]4[C:12]2=[C:4]([NH:5][C:6]=4[CH:7]=[CH:8][CH:9]=3)[CH2:3]1.Cl[CH2:21][CH:22]1[CH2:24][O:23]1.CN(C)CCN1C2CC(C)(C)CC3=NNC(=O)C4C(C=23)=C1C=CC=4>>[CH3:1][C:2]1([CH3:19])[CH2:14][C:13]2=[N:15][NH:16][C:17](=[O:18])[C:10]3[C:11]4[C:12]2=[C:4]([N:5]([CH2:21][CH:22]2[CH2:24][O:23]2)[C:6]=4[CH:7]=[CH:8][CH:9]=3)[CH2:3]1. Reported procedure: Compound 41 was prepared from 2,2-dimethyl-2,3,5,10-tetrahydro-[1,2]diazepino[3,4,5,6-def]carbazol-6(1H)-one and 2-(chloromethyl)oxirane according to the procedures similar to those for Compound 28. 1H NMR (DMSO-d6) δ 9.96 (s, 1H), 7.65 (d, 1H, J=8.4 Hz), 7.49 (d, 1H, J=7.8 Hz), 7.18 (dd, 1H, J=8.4, 7.8 Hz), 4.60-4.63 (m, 1H), 4.21-4.24 (m, 1H), 3.27-3.29 (m, 1H), 2.76-2.77 (m, 1H), 2.75 (s, 2H), 2.46-2.48 (m, 1H), 2.26 (s, 2H), and 0.92 (s, 6H). MS (ESI) m/e [M+1]+ 310. Starting materials: C1(=CC=CC2=CC=CC=C12)C(CC(=O)O)CC(=O)O (3-(1-naphthyl) glutaric acid), C(CC(C)C)O.CC(=O)C.O (isoamyl alcohol acetone H2O). Product: COC(C[C@@H](CC(=O)O)C1=CC=CC2=CC=CC=C12)=O ((R)-3-(1-naphthyl) Glutaric Acid Monomethyl Ester). As a reaction SMILES: [C:1]1([CH:11]([CH2:16][C:17]([OH:19])=[O:18])[CH2:12][C:13]([OH:15])=[O:14])[C:10]2[C:5](=[CH:6][CH:7]=[CH:8][CH:9]=2)[CH:4]=[CH:3][CH:2]=1.[CH2:20](O)CC(C)C.CC(C)=O.O>>[CH3:20][O:14][C:13](=[O:15])[CH2:12][C@H:11]([C:1]1[C:10]2[C:5](=[CH:6][CH:7]=[CH:8][CH:9]=2)[CH:4]=[CH:3][CH:2]=1)[CH2:16][C:17]([OH:19])=[O:18] |f:1.2.3|. Procedure details: Formula C16H16O4. Yield 62%; TLC (isoamyl alcohol-acetone-H2O 5:2:2) Rf. 0.65 (N.B.: 3-(1-naphthyl) glutaric acid has Rf. 0.52 in the same eluent). The reactants are C1(=CC=CC=C1)P(C1=CC=CC=C1)C1=CC=CC=C1 (triphenylphosphine), C12C(CC(C=C1)C2)CO (bicyclo[2.2.1]hept-5-ene-2-methanol), C(Cl)(Cl)(Cl)Cl (carbon tetrachloride). Yields the product ClCC1C2C=CC(C1)C2 (5-chloromethylbicyclo[2.2.1]hept-2-ene). RXN SMILES: C1(P(C2C=CC=CC=2)C2C=CC=CC=2)C=CC=CC=1.[CH:20]12[CH2:26][CH:23]([CH:24]=[CH:25]1)[CH2:22][CH:21]2[CH2:27]O.C(Cl)(Cl)(Cl)[Cl:30]>>[Cl:30][CH2:27][CH:21]1[CH2:22][CH:23]2[CH2:26][CH:20]1[CH:25]=[CH:24]2. Procedure details: A mixture of triphenylphosphine (20.98 g, 0.08 mol) and bicyclo[2.2.1]hept-5-ene-2-methanol (5.0 g, 0.0403 mol) in dry carbon tetrachloride (31.5 ml) was stirred and heated at 60° for 6 h. After cooling, the reaction mixture was filtered, and the filtrate was evaporated under reduced pressure to afford a semi-crystalline mass, which was triturated with n-pentane (100 ml). The reaction mixture was filtered, and the filtrate was concentrated under reduced pressure to afford a yellow oil. Distillat...